Dataset: the Open Reaction Database (ORD), a public repository of structured organic reaction records. Task: describe an organic reaction: reactants, conditions, products, and yield Reactants: CO (methanol), COC(CC(C=1C=CC(=NC1)C)O)=O (3-hydroxy-3-(2-methyl-5-pyridyl)-propionic acid methyl ester), C(C)(=O)OC(C)=O (acetic anhydride), 4-dimethyl-aminopyridine, [H][H] (hydrogen). The reagents and catalysts are [Pd] (palladium on activated carbon). Solvent: C(C)(=O)O (acetic acid), C1(=CC=CC=C1)C (toluene). Conditions: temperature 60 celsius, time 1 hour. Yields the product COC(CCC=1C=CC(=NC1)C)=O (2-methylpyridine-5-propionic acid methyl ester). The yield is 114.0%. Reaction SMILES: [CH3:1][O:2][C:3](=[O:14])[CH2:4][CH:5](O)[C:6]1[CH:7]=[CH:8][C:9]([CH3:12])=[N:10][CH:11]=1.C(OC(=O)C)(=O)C.CO.[H][H]>C1(C)C=CC=CC=1.C(O)(=O)C.[Pd]>[CH3:1][O:2][C:3](=[O:14])[CH2:4][CH2:5][C:6]1[CH:7]=[CH:8][C:9]([CH3:12])=[N:10][CH:11]=1. Procedure: 80.0 g (0.35 mol) of recrystallized 3-hydroxy-3-(2-methyl-5-pyridyl)-propionic acid methyl ester was dissolved in 100 ml of toluene. 60.0 g (0.588 mol) of acetic anhydride and 0.1 g (0.0009 mol) of 4-dimethyl-aminopyridine were added, and the solution was stirred for 1 hour at 60° C. Then 20 ml of methanol was added. After 15 minutes, the solution was diluted with 250 ml of acetic acid, 1.5 g of 5 percent palladium on activated carbon was added, and the solution was poured into the autoclave. Th... The reactants are [OH-].[Na+] (NaOH), solution, OC(C(C)C)C1=CC(=NO1)C(=O)OCC (Ethyl 5-(1-hydroxy-2-methylpropyl)isoxazole-3-carboxylate). Solvent: C(C)O (ethanol). Run at temperature 0 celsius, time 8 hour. Yields the product OC(C(C)C)C1=CC(=NO1)C(=O)O (5-(1-Hydroxy-2-methylpropyl)isoxazole-3-carboxylic acid). Yield: 159.1%. Reaction SMILES: [OH:1][CH:2]([C:6]1[O:10][N:9]=[C:8]([C:11]([O:13]CC)=[O:12])[CH:7]=1)[CH:3]([CH3:5])[CH3:4].[OH-].[Na+]>C(O)C>[OH:1][CH:2]([C:6]1[O:10][N:9]=[C:8]([C:11]([OH:13])=[O:12])[CH:7]=1)[CH:3]([CH3:5])[CH3:4] |f:1.2|. Procedure details: Ethyl 5-(1-hydroxy-2-methylpropyl)isoxazole-3-carboxylate (2.345 mmol, 0.5 g) was dissolved in ethanol (5 ml) and cooled to 0° C. NaOH 1 M solution (5 ml) was slowly added and the resulting mixture was allowed to warm to RT. The solution was heated to 60° C. for 3 h. Ethanol was removed by evaporation and the residue was diluted with tert-butyl methyl ether. The mixture was cooled to 0° C. and acidified with 2 N HCl solution. The mixture was allowed to warm to ambient temperature and stirred ove...